describe an organic reaction: reactants, conditions, products, and yield From a dataset of the Open Reaction Database (ORD), a public repository of structured organic reaction records. Reactants: C=1(C(O)=CC=C(CC=C)C1)OC (eugenol), resultant mixture. The reagents and catalysts are [C].[Pd] (Palladium-carbon). The solvent is CC(C)O (2-propanol). The product is COC1=C(C=CC(=C1)CCC)O (2-methoxy-4-propylphenol). RXN SMILES: [C:1]1([O:11][CH3:12])[C:2](=[CH:4][CH:5]=[C:6]([CH:10]=1)[CH2:7][CH:8]=[CH2:9])[OH:3]>[C].[Pd].CC(O)C>[CH3:12][O:11][C:1]1[CH:10]=[C:6]([CH2:7][CH2:8][CH3:9])[CH:5]=[CH:4][C:2]=1[OH:3] |f:1.2|. Procedure details: Palladium-carbon (5 mass %, 54 mg) was added to a 2-propanol (2.5 mL) solution of eugenol (CAS No. 97-53-0, 500 mg) under an argon atmosphere. The resultant mixture was vigorously stirred at an external temperature of 50° C. under a hydrogen flow for about 4.5 hours. The reaction solution was filtered through Celite, and the filtrate was concentrated, to thereby obtain the title compound (447 mg) having the following physical properties. Reaction SMILES: [CH3:1][C:2]([CH3:15])=[CH:3][C:4]([NH:6][C:7]1[CH:12]=[CH:11][C:10]([O:13][CH3:14])=[CH:9][CH:8]=1)=[O:5].[Cl-].[Cl-].[Cl-].[Al+3]>ClCCl>[CH3:1][C:2]1([CH3:15])[C:8]2[C:7](=[CH:12][CH:11]=[C:10]([O:13][CH3:14])[CH:9]=2)[NH:6][C:4](=[O:5])[CH2:3]1 |f:1.2.3.4|. The yield is 78.3%. Solvent: ClCCl (dichloromethane). Reactants: CC(=CC(=O)NC1=CC=C(C=C1)OC)C (3-methyl-N-[4-(methyloxy)phenyl]-2-butenamide), [Cl-].[Cl-].[Cl-].[Al+3] (aluminum trichloride). Procedure details: A solution of 3-methyl-N-[4-(methyloxy)phenyl]-2-butenamide (5.8 g, 28 mmol) in dichloromethane (250 mL) was treated with aluminum trichloride (13 g, 97 mmol, Aldrich). The mixture was refluxed for 7 h, cooled, and then poured over ice. The organic layer was separated, dried over magnesium sulfate, filtered, and concentrated to give 4,4-dimethyl-6-(methyloxy)-3,4-dihydro-2(1H)-quinolinone (4.5 g, 77%). 1H NMR (400 MHz, DMSO-d6) δppm 1.20 (s, 6 H), 2.29 (s, 2 H), 3.71 (s, 3 H), 6.72-6.81 (m, 2 H)... The product is CC1(CC(NC2=CC=C(C=C12)OC)=O)C (4,4-dimethyl-6-(methyloxy)-3,4-dihydro-2(1H)-quinolinone). Procedure details: (2-(4-nitro-1H-imidazol-1-yl)phenyl)methanol was reduced and coupled with (S)-2-[2-(3,5-Difluoro-phenyl)-acetylamino]-pentanoic acid (U.S. Ser. No. 11/078,898 filed Mar. 11, 2005) to afford the title compound: MS 443 m/z (M+1). As a reaction SMILES: [N+:1]([C:4]1[N:5]=[CH:6][N:7]([C:9]2[CH:14]=[CH:13][CH:12]=[CH:11][C:10]=2[CH2:15][OH:16])[CH:8]=1)([O-])=O.[F:17][C:18]1[CH:19]=[C:20]([CH2:25][C:26]([NH:28][C@@H:29]([CH2:33][CH2:34][CH3:35])[C:30](O)=[O:31])=[O:27])[CH:21]=[C:22]([F:24])[CH:23]=1>>[OH:16][CH2:15][C:10]1[CH:11]=[CH:12][CH:13]=[CH:14][C:9]=1[N:7]1[CH:8]=[C:4]([NH:1][C:30](=[O:31])[C@@H:29]([NH:28][C:26](=[O:27])[CH2:25][C:20]2[CH:21]=[C:22]([F:24])[CH:23]=[C:18]([F:17])[CH:19]=2)[CH2:33][CH2:34][CH3:35])[N:5]=[CH:6]1. The product is OCC1=C(C=CC=C1)N1C=NC(=C1)NC([C@H](CCC)NC(CC1=CC(=CC(=C1)F)F)=O)=O ((S)-2-[2-(3,5-Difluoro-phenyl)-acetylamino]-pentanoic acid [1-(2-hydroxymethyl-phenyl)-1H-imidazol-4-yl]-amide). Reactants: [N+](=O)([O-])C=1N=CN(C1)C1=C(C=CC=C1)CO ((2-(4-nitro-1H-imidazol-1-yl)phenyl)methanol), FC=1C=C(C=C(C1)F)CC(=O)N[C@H](C(=O)O)CCC ((S)-2-[2-(3,5-Difluoro-phenyl)-acetylamino]-pentanoic acid). The reactants are C(C)N1N=CC=2C1=NC(=NC2N2CC1CCC(C2)O1)C1=CC=C(C=C1)[N+](=O)[O-] (1-ethyl-6-(4-nitrophenyl)-4-(8-oxa-3-azabicyclo[3.2.1]oct-3-yl)-1H-pyrazolo[3,4-d]pyrimidine), BrN1C(CCC1=O)=O (N-bromosuccinimide), O (water). The solvent is CN(C)C=O (DMF). Yields the product BrC1=NN(C2=NC(=NC(=C21)N2CC1CCC(C2)O1)C1=CC=C(C=C1)[N+](=O)[O-])CC (3-bromo-1-ethyl-6-(4-nitrophenyl)-4-(8-oxa-3-azabicyclo[3.2.1]oct-3-yl)-1H-pyrazolo[3,4-d]pyrimidine). The yield is 29.3%. Reaction SMILES: [CH2:1]([N:3]1[C:7]2=[N:8][C:9]([C:20]3[CH:25]=[CH:24][C:23]([N+:26]([O-:28])=[O:27])=[CH:22][CH:21]=3)=[N:10][C:11]([N:12]3[CH2:18][CH:17]4[O:19][CH:14]([CH2:15][CH2:16]4)[CH2:13]3)=[C:6]2[CH:5]=[N:4]1)[CH3:2].[Br:29]N1C(=O)CCC1=O.O>CN(C=O)C>[Br:29][C:5]1[C:6]2[C:7](=[N:8][C:9]([C:20]3[CH:25]=[CH:24][C:23]([N+:26]([O-:28])=[O:27])=[CH:22][CH:21]=3)=[N:10][C:11]=2[N:12]2[CH2:13][CH:14]3[O:19][CH:17]([CH2:16][CH2:15]3)[CH2:18]2)[N:3]([CH2:1][CH3:2])[N:4]=1. Procedure: To a solution of 1-ethyl-6-(4-nitrophenyl)-4-(8-oxa-3-azabicyclo[3.2.1]oct-3-yl)-1H-pyrazolo[3,4-d]pyrimidine (7.9 g)(20.8 mmol) in DMF (140 mL) was added N-bromosuccinimide (18.5 g) and heated to 85 C for 24 hr. The reaction was cooled and poured into water (1.0 L) to precipitate tan solids. The solids were filtered off and washed with water. The crude solid was purified by silica gel chromatography (EtOAc/Hexanes) to give 2.8 g of a yellow solid. MS m/z=459.2 (M+H) Starting materials: N(C1=CC=CC=C1)C=1C=C2C(C(=O)OC2=O)=CC1NC1=CC=CC=C1 (4,5-bis(anilino)phthalic anhydride), C(=O)N (formamide). Run in O (water). Yields the product N(C1=CC=CC=C1)C=1C=C2C(C(=O)NC2=O)=CC1NC1=CC=CC=C1 (4,5-Bis(anilino)phthalimide). As a reaction SMILES: [NH:1]([C:8]1[CH:9]=[C:10]2[C:15](=[O:16])[O:14][C:12](=O)[C:11]2=[CH:17][C:18]=1[NH:19][C:20]1[CH:25]=[CH:24][CH:23]=[CH:22][CH:21]=1)[C:2]1[CH:7]=[CH:6][CH:5]=[CH:4][CH:3]=1.C([NH2:28])=O>O>[NH:1]([C:8]1[CH:9]=[C:10]2[C:15](=[O:16])[NH:28][C:12](=[O:14])[C:11]2=[CH:17][C:18]=1[NH:19][C:20]1[CH:25]=[CH:24][CH:23]=[CH:22][CH:21]=1)[C:2]1[CH:7]=[CH:6][CH:5]=[CH:4][CH:3]=1. Reported procedure: A suspension of 21.9 g (66.3 mmol) of 4,5-bis(anilino)phthalic anhydride in60 ml of formamide under argon atmosphere is heated at 125°-130° for 5 hours. The reaction mixture is cooled to 70°, and 250 ml of water are slowly added. This mixture is cooled to 0° for 30 minutes, and the reddish crystals are filtered off, washed with water and dried. Recrystallization from DMF/water yields the title compound in the form of orange crystals, m.p. 205°-207° C., FAB-MS: 330 [M+ +H]. Reactants: C1(=CC=CC=C1)OC(NC1=C(C(=NS1)OCC1=C(C=C(C(=C1)F)C)F)C(N)=O)=O ([4-carbamoyl-3-(2,5-difluoro-4-methyl-benzyloxy)-isothiazol-5-yl]-carbamic acid phenyl ester), C(C)(C)NCCCCCN (N1-Isopropyl-pentane-1,5-diamine). Product: FC1=C(COC2=NSC(=C2C(=O)N)NC(=O)NCCCCCNC(C)C)C=C(C(=C1)C)F (3-(2,5-Difluoro-4-methyl-benzyloxy)-5-[3-(5-isopropylamino-pentyl)-ureido]-isothiazole-4-carboxylic Acid Amide). Reaction SMILES: C1(O[C:8](=[O:29])[NH:9][C:10]2[S:14][N:13]=[C:12]([O:15][CH2:16][C:17]3[CH:22]=[C:21]([F:23])[C:20]([CH3:24])=[CH:19][C:18]=3[F:25])[C:11]=2[C:26](=[O:28])[NH2:27])C=CC=CC=1.[CH:30]([NH:33][CH2:34][CH2:35][CH2:36][CH2:37][CH2:38][NH2:39])([CH3:32])[CH3:31]>>[F:25][C:18]1[CH:19]=[C:20]([CH3:24])[C:21]([F:23])=[CH:22][C:17]=1[CH2:16][O:15][C:12]1[C:11]([C:26]([NH2:27])=[O:28])=[C:10]([NH:9][C:8]([NH:39][CH2:38][CH2:37][CH2:36][CH2:35][CH2:34][NH:33][CH:30]([CH3:32])[CH3:31])=[O:29])[S:14][N:13]=1. Procedure: The title compound was prepared from [4-carbamoyl-3-(2,5-difluoro-4-methyl-benzyloxy)-isothiazol-5-yl]-carbamic acid phenyl ester and N1-Isopropyl-pentane-1,5-diamine by the procedure analogous to Example 6. HPLC ret. time: 3.4 minutes. 1H NMR (300 MHz, CD3OD) δ 7.20 (dd, 1H, J=5.7, 9.0 Hz), 7.06 (dd, 1H, J=6.3, 10 Hz), 5.47 (s, 2H), 3.23 (t, 2H, J=6.6 Hz), 2.93 (s, 1H, J=6.3 Hz), 2.70 (m, 2H), 2.27 (d, 3H, J=1.8 Hz), 1.7-1.5 (m, 4H), 1.5-1.3 (m, 2H), 1.11 (d, 6H, J=6.6 Hz) ppm; MS (APCl, m/z): ... The reactants are CO (methanol), CO (methanol), C[O-].[Na+] (sodium methylate), [N+](=O)([O-])C(C)C (2-nitro propane), BrCC=1C(=C(C(=O)OC)C=CC1Cl)Cl (methyl 3-bromomethyl-2,4-dichlorobenzoate). Solvent: C(C)(=O)OCC (ethyl acetate). Conditions: temperature 25 celsius, time 30 minute. Product: ClC1=C(C(=O)OC)C=CC(=C1C=O)Cl (methyl 2,4-dichloro-3-formylbenzoate). Reaction SMILES: CO.C[O-].[Na+].[N+](C(C)C)([O-])=[O:7].Br[CH2:13][C:14]1[C:15]([Cl:25])=[C:16]([CH:21]=[CH:22][C:23]=1[Cl:24])[C:17]([O:19][CH3:20])=[O:18]>C(OCC)(=O)C>[Cl:25][C:15]1[C:14]([CH:13]=[O:7])=[C:23]([Cl:24])[CH:22]=[CH:21][C:16]=1[C:17]([O:19][CH3:20])=[O:18] |f:1.2|. Procedure: To methanol in a volume of 100 ml, was added 28% methanol solution of sodium methylate in an amount of 26.61 g, and to the resulting solution, was fed dropwise 2-nitro propane in an amount of 12.29 g while cooling with ice to a temperature lower than 25° C. The mixture was then added with methyl 3-bromomethyl-2,4-dichlorobenzoate in an amount of 41.16 g and stirred for 30 minutes under heating reflux. After completing reaction, the reacted-mixture was cooled and condensed under reduced pressure.... The reactants are Cc1ccc(NC(=O)C=NO)cc1C, O, O=S(=O)(O)O. Yields the product Cc1ccc2c(c1C)C(=O)C(=O)N2. RXN SMILES: [CH3:1][c:2]1[cH:3][c:4]([NH:9][C:10]([CH:11]=[N:12][OH:13])=[O:14])[cH:5][cH:6][c:7]1[CH3:8].[OH2:20].[S:15]([OH:16])(=[O:17])(=[O:18])[OH:19]>>[CH3:1][c:2]1[c:3]2[c:4]([cH:5][cH:6][c:7]1[CH3:8])[NH:9][C:10](=[O:14])[C:11]2=[O:16].